This data is from the Open Reaction Database (ORD), a public repository of structured organic reaction records. The task is: describe an organic reaction: reactants, conditions, products, and yield Reactants: OC[C@H](CSC)NC(OC(C)(C)C)=O (t-butyl (1R)-2-hydroxy-1-[(methylsulfanyl)methyl]ethylcarbamate), C1=C(C=CC=C1O)C (m-cresol), FC=1C=C(C=CC1)O (3-fluorophenol). Product: FC=1C=C(OC[C@H](CSC)NC(OC(C)(C)C)=O)C=CC1 (t-butyl (1R)-2-(3-fluorophenoxy)-1-[(methylsulfanyl)methyl]ethylcarbamate). Reaction SMILES: [OH:1][CH2:2][C@@H:3]([NH:7][C:8](=[O:14])[O:9][C:10]([CH3:13])([CH3:12])[CH3:11])[CH2:4][S:5][CH3:6].C1C(O)=CC=CC=1C.[F:23][C:24]1[CH:25]=[C:26](O)[CH:27]=[CH:28][CH:29]=1>>[F:23][C:24]1[CH:29]=[C:28]([CH:27]=[CH:26][CH:25]=1)[O:1][CH2:2][C@@H:3]([NH:7][C:8](=[O:14])[O:9][C:10]([CH3:11])([CH3:13])[CH3:12])[CH2:4][S:5][CH3:6]. Procedure: By the operation similar to that in Step 2 of Example 15 except that t-butyl (1R)-2-hydroxy-1-[(methylsulfanyl)methyl]ethylcarbamate (1 g) obtained in Step 1 was used as a starting material and m-cresol was changed to 3-fluorophenol, the title compound (300 mg) was obtained. Starting materials: CI, [K+], O=c1cc(C(F)(F)F)c2cc([N+](=O)[O-])ccc2[nH]1, [OH-]. Product: Cn1c(=O)cc(C(F)(F)F)c2cc([N+](=O)[O-])ccc21. Reaction SMILES: [CH3:21][I:22].[K+:20].[N+:1](=[O:2])([O-:3])[c:4]1[cH:5][c:6]2[c:7]([C:15]([F:16])([F:17])[F:18])[cH:8][c:9](=[O:14])[nH:10][c:11]2[cH:12][cH:13]1.[OH-:19]>>[N+:1](=[O:2])([O-:3])[c:4]1[cH:5][c:6]2[c:7]([C:15]([F:16])([F:17])[F:18])[cH:8][c:9](=[O:14])[n:10]([CH3:21])[c:11]2[cH:12][cH:13]1. The reactants are C(C)C1=C(N)C(=CC(=C1)C(C(F)(F)F)(C(F)(F)F)F)C (2-Ethyl-4-(1,1,1,2,3,3,3-heptafluoropropan-2-yl)-6-methylaniline), N1=CC=CC=C1 (pyridine), ClCC1=CC=C(C(=O)Cl)C=C1 (4-(chloromethyl)benzoyl chloride). The reagents and catalysts are CN(C1=CC=NC=C1)C (4-dimethylaminopyridine). Run in O1CCCC1 (tetrahydrofuran), O (water). The product is ClCC1=CC=C(C(=O)NC2=C(C=C(C=C2C)C(C(F)(F)F)(C(F)(F)F)F)CC)C=C1 (4-(chloro methyl)-N-[2-ethyl-4-(1,1,1,2,3,3,3-heptafluoro-propan-2-yl)-6-methylphenyl]benzamide). The yield is 82.5%. Reaction SMILES: [CH2:1]([C:3]1[CH:9]=[C:8]([C:10]([F:19])([C:15]([F:18])([F:17])[F:16])[C:11]([F:14])([F:13])[F:12])[CH:7]=[C:6]([CH3:20])[C:4]=1[NH2:5])[CH3:2].N1C=CC=CC=1.[Cl:27][CH2:28][C:29]1[CH:37]=[CH:36][C:32]([C:33](Cl)=[O:34])=[CH:31][CH:30]=1>O1CCCC1.CN(C)C1C=CN=CC=1.O>[Cl:27][CH2:28][C:29]1[CH:37]=[CH:36][C:32]([C:33]([NH:5][C:4]2[C:6]([CH3:20])=[CH:7][C:8]([C:10]([F:19])([C:11]([F:14])([F:13])[F:12])[C:15]([F:16])([F:17])[F:18])=[CH:9][C:3]=2[CH2:1][CH3:2])=[O:34])=[CH:31][CH:30]=1. Reported procedure: 2-Ethyl-4-(1,1,1,2,3,3,3-heptafluoropropan-2-yl)-6-methylaniline (0.50 g) and pyridine (0.20 g) were dissolved in tetrahydrofuran (10 ml). To the solution, 4-(chloromethyl)benzoyl chloride (0.33 g) and 4-dimethylaminopyridine (0.02 g) were added and the mixture was refluxed under heating for 3 hours. After adjusting to room temperature, the reaction solution was diluted with water and extracted twice with ethyl acetate. The organic phases were combined, washed with 2N hydrochloric acid and dried... The reagents and catalysts are [Pt] (platinum). Isolated yield 65.7%. Procedure: Then, 0.112 g of a 5% platinum-activated carbon catalyst (containing the noble metal in an amount of 0.26% by weight based on the dihydrofolic acid) was added to the flask, and hydrogenation was carried out in the same manner as described in Example 1 to obtain 1.439 g (65.7% yield) of tetrahydrofolic acid. The product is C(CC[C@@H](C(=O)O)NC(=O)C1=CC=C(NCC2CNC=3N=C(N)NC(=O)C3N2)C=C1)(=O)O (tetrahydrofolic acid). Reactants: C(CC[C@@H](C(=O)O)NC(=O)C1=CC=C(NCC=2CNC=3N=C(N)NC(=O)C3N2)C=C1)(=O)O (dihydrofolic acid). Reaction SMILES: [C:1]([OH:32])(=[O:31])[CH2:2][CH2:3][C@H:4]([NH:8][C:9]([C:11]1[CH:30]=[CH:29][C:14]([NH:15][CH2:16][C:17]2[CH2:18][NH:19][C:20]3[N:21]=[C:22]([NH:24][C:25]([C:27]=3[N:28]=2)=[O:26])[NH2:23])=[CH:13][CH:12]=1)=[O:10])[C:5]([OH:7])=[O:6]>[Pt]>[C:1]([OH:32])(=[O:31])[CH2:2][CH2:3][C@H:4]([NH:8][C:9]([C:11]1[CH:12]=[CH:13][C:14]([NH:15][CH2:16][CH:17]2[NH:28][C:27]3[C:25](=[O:26])[NH:24][C:22]([NH2:23])=[N:21][C:20]=3[NH:19][CH2:18]2)=[CH:29][CH:30]=1)=[O:10])[C:5]([OH:7])=[O:6]. Reactants: COC(C(C)C1=CC2=C(C3(C4=C(C=C2)C=CC=C4)OCCO3)C=C1)=O (2-(5,5-ethylenedioxy-5H-dibenzo[a,d]cyclohepten-2-yl)propionic acid methyl ester), CC(=O)C (acetone), N-hydrochloric acid. Solvent: O (water). Product: COC(C(C)C1=CC2=C(C(C3=C(C=C2)C=CC=C3)=O)C=C1)=O (2-(5H-dibenzo[a,d]cyclohepten-5-on-2-yl)propionic acid methyl ester). The yield is 75.0%. As a reaction SMILES: [CH3:1][O:2][C:3](=[O:25])[CH:4]([C:6]1[CH:24]=[CH:23][C:9]2[C:10]3(OCC[O:19]3)[C:11]3[CH:18]=[CH:17][CH:16]=[CH:15][C:12]=3[CH:13]=[CH:14][C:8]=2[CH:7]=1)[CH3:5].CC(C)=O>O>[CH3:1][O:2][C:3](=[O:25])[CH:4]([C:6]1[CH:24]=[CH:23][C:9]2[C:10](=[O:19])[C:11]3[CH:18]=[CH:17][CH:16]=[CH:15][C:12]=3[CH:13]=[CH:14][C:8]=2[CH:7]=1)[CH3:5]. Procedure: 1.0 Gm. of 2-(5,5-ethylenedioxy-5H-dibenzo[a,d]cyclohepten-2-yl)propionic acid methyl ester is dissolved in 10 ml. of acetone and to the solution is added 5 ml. of N-hydrochloric acid. The mixture is refluxed for one hour, then cooled, diluted with water, and extracted with ethyl acetate. The extract is washed with aqueous sodium carbonate and water, then dried and evaporated to afford a 75% yield of 2-(5H-dibenzo[a,d]cyclohepten-5-on-2-yl)propionic acid methyl ester, as an oil which slowly crys... The reactants are ( 100 ), C1(=C(C=CC=C1)C1=CC2=C(N=C(N=C2)N)N=C1N)C (6-o-Tolyl-pyrido[2,3-d]pyrimidine-2,7-diamine), C(C)(C)(C)N=C=O (tert-butyl isocyanate), N (ammonia). Solvent: C (methane). The product is NC=1N=CC2=C(N1)N=C(C(=C2)C2=C(C=CC=C2)C)NC(=O)NC(C)(C)C (1-(2-Amino-6-o-tolyl-pyrido[2,3-d]pyrimidin-7-yl)-3-tert-butyl-urea). As a reaction SMILES: [C:1]1([CH3:19])[CH:6]=[CH:5][CH:4]=[CH:3][C:2]=1[C:7]1[C:17]([NH2:18])=[N:16][C:10]2[N:11]=[C:12]([NH2:15])[N:13]=[CH:14][C:9]=2[CH:8]=1.[C:20]([N:24]=[C:25]=[O:26])([CH3:23])([CH3:22])[CH3:21].N>C>[NH2:15][C:12]1[N:13]=[CH:14][C:9]2[CH:8]=[C:7]([C:2]3[CH:3]=[CH:4][CH:5]=[CH:6][C:1]=3[CH3:19])[C:17]([NH:18][C:25]([NH:24][C:20]([CH3:23])([CH3:22])[CH3:21])=[O:26])=[N:16][C:10]=2[N:11]=1. Reported procedure: The title compound was prepared from 6-o-tolyl-pyrido[2,3-d]pyrimidine-2,7-diamine from Example 90 and tert-butyl isocyanate according to Example 2. The product was purified by MPLC eluting with CHCl3 :EtOAc (1:1) afford the pure product; mp 195°-197° C., CIMS (1% ammonia in methane): m/z (relative intensity) 351 (MH+ +1, 55), 352 (MH+ +2, 12), 84 (100).